From a dataset of the Open Reaction Database (ORD), a public repository of structured organic reaction records. describe an organic reaction: reactants, conditions, products, and yield The reactants are C(C)OC(=O)C=1SC=C(N1)C(=O)O (2-(ethoxycarbonyl)-1,3-thiazole-4-carboxylic acid), C1CCOC1 (THF), C1CCOC1 (THF). Solvent: CO (MeOH). Yields the product OCC=1N=C(SC1)C(=O)OCC (Ethyl 4-(hydroxymethyl)-1,3-thiazole-2-carboxylate). Isolated yield 51.6%. RXN SMILES: [CH2:1]([O:3][C:4]([C:6]1[S:7][CH:8]=[C:9]([C:11](O)=[O:12])[N:10]=1)=[O:5])[CH3:2].C1COCC1>CO>[OH:12][CH2:11][C:9]1[N:10]=[C:6]([C:4]([O:3][CH2:1][CH3:2])=[O:5])[S:7][CH:8]=1. Reported procedure: A mixture of 2-(ethoxycarbonyl)-1,3-thiazole-4-carboxylic acid (2 g), boran-THF complex (1.0 M in THF, 45.2 ml) and THF (50 ml) was heated under reflux overnight. After MeOH (2.0 ml) was added to the mixture at the same temperature, the mixture was concentrated in vacuo to dryness. The residue was purified by NH silica gel column chromatography (hexane/EtOAc) to give the title compound (0.96 g) as a white solid. Reactants: CCO, CC[O-], NN=C1C(=O)Nc2c(Cl)cccc21, [Na+], [Na]. Yields the product O=C1Cc2cccc(Cl)c2N1. As a reaction SMILES: [CH3:19][CH2:20][OH:21].[CH3:2][CH2:3][O-:4].[Cl:6][c:7]1[cH:8][cH:9][cH:10][c:11]2[c:15]1[NH:14][C:13](=[O:16])[C:12]2=[N:17][NH2:18].[Na+:1].[Na:5]>>[Cl:6][c:7]1[cH:8][cH:9][cH:10][c:11]2[c:15]1[NH:14][C:13](=[O:16])[CH2:12]2.